Task: describe an organic reaction: reactants, conditions, products, and yield. Dataset: the Open Reaction Database (ORD), a public repository of structured organic reaction records Reactants: 32.5-g, ClC1=CC=C(S1)S(=O)(=O)Cl (5-chloro-2-thienylsulfonyl chloride), [N+](=O)(O)[O-] (nitric acid). Run in ice water, S(O)(O)(=O)=O (sulfuric acid). Run at temperature 25 celsius, time 8 hour. Product: ClC1=C(C=C(S1)S(=O)(=O)Cl)[N+](=O)[O-] (5-chloro-4-nitro-2-thienylsulfonyl chloride). As a reaction SMILES: [Cl:1][C:2]1[S:6][C:5]([S:7]([Cl:10])(=[O:9])=[O:8])=[CH:4][CH:3]=1.[N+:11]([O-])([OH:13])=[O:12]>S(=O)(=O)(O)O>[Cl:1][C:2]1[S:6][C:5]([S:7]([Cl:10])(=[O:9])=[O:8])=[CH:4][C:3]=1[N+:11]([O-:13])=[O:12]. Procedure: A 32.5-g (0.15 mol) sample of 5-chloro-2-thienylsulfonyl chloride was added in small portions to a stirred solution of 150 ml concentrated nitric acid and 150 ml concentrated sulfuric acid. After the addition was completed, the reaction mixture was stirred at about 25° C overnight. The reaction mixture was then diluted with ice water and filtered to give the 5-chloro-4-nitro-2-thienylsulfonyl chloride product. Reactants: COC(=O)C=Cc1cccc(S(=O)(=O)Cl)c1, [Na+], O=C([O-])O, C1COCCO1, O, NCc1cccc2ccccc12. The product is COC(=O)C=Cc1cccc(S(=O)(=O)NCc2cccc3ccccc23)c1. Reaction SMILES: [CH3:1][O:2][C:3]([CH:4]=[CH:5][c:6]1[cH:7][c:8]([S:12](=[O:13])(=[O:14])[Cl:15])[cH:9][cH:10][cH:11]1)=[O:16].[Na+:33].[O-:29][C:30]([OH:31])=[O:32].[O:34]1[CH2:35][CH2:36][O:37][CH2:38][CH2:39]1.[OH2:40].[c:17]1([CH2:27][NH2:28])[cH:18][cH:19][cH:20][c:21]2[cH:22][cH:23][cH:24][cH:25][c:26]12>>[CH3:1][O:2][C:3]([CH:4]=[CH:5][c:6]1[cH:7][c:8]([S:12](=[O:13])(=[O:14])[NH:28][CH2:27][c:17]2[cH:18][cH:19][cH:20][c:21]3[cH:22][cH:23][cH:24][cH:25][c:26]23)[cH:9][cH:10][cH:11]1)=[O:16]. Product: CC(C)(C)[Si](C)(C)OC(COC1CCC(OS(C)(=O)=O)CC1F)c1ccccc1. RXN SMILES: [C:1]([CH3:2])([CH3:3])([CH3:4])[Si:5]([O:6][CH:7]([CH2:8][O:9][CH:10]1[CH:11]([F:17])[CH2:12][CH:13]([OH:16])[CH2:14][CH2:15]1)[c:18]1[cH:19][cH:20][cH:21][cH:22][cH:23]1)([CH3:24])[CH3:25].[CH3:26][S:27]([Cl:28])(=[O:29])=[O:30].[CH:31]([N:32]([CH:33]([CH3:34])[CH3:35])[CH2:36][CH3:37])([CH3:38])[CH3:39].[Cl:40][CH2:41][Cl:42]>>[C:1]([CH3:2])([CH3:3])([CH3:4])[Si:5]([O:6][CH:7]([CH2:8][O:9][CH:10]1[CH:11]([F:17])[CH2:12][CH:13]([O:16][S:27]([CH3:26])(=[O:29])=[O:30])[CH2:14][CH2:15]1)[c:18]1[cH:19][cH:20][cH:21][cH:22][cH:23]1)([CH3:24])[CH3:25]. The reactants are CC(C)(C)[Si](C)(C)OC(COC1CCC(O)CC1F)c1ccccc1, CS(=O)(=O)Cl, CCN(C(C)C)C(C)C, ClCCl. The reactants are ClC(Cl)(Cl)Cl, CCc1ccc(O)cc1, ClC(Cl)Cl, O=S(=O)(Cl)Cl. Product: CCc1ccc(O)c(Cl)c1. RXN SMILES: [C:15]([Cl:16])([Cl:17])([Cl:18])[Cl:19].[CH3:1][CH2:2][c:3]1[cH:4][cH:5][c:6]([OH:7])[cH:8][cH:9]1.[CH:20]([Cl:21])([Cl:22])[Cl:23].[S:10]([Cl:11])(=[O:12])([Cl:13])=[O:14]>>[CH3:1][CH2:2][c:3]1[cH:4][c:5]([Cl:13])[c:6]([OH:7])[cH:8][cH:9]1. Reactants: C(C)C=1C(=NNC1)N (4-ethyl-1H-pyrazol-3-amine), BrC(C=O)C=O (2-bromo-malonaldehyde), C(C)(=O)O (acetic acid). The solvent is C(C)O (ethanol). Conditions: time 8 hour. Product: BrC=1C=NC=2N(C1)N=CC2CC (6-bromo-3-ethylpyrazolo[1,5-a]pyrimidine). RXN SMILES: [CH2:1]([C:3]1[C:4]([NH2:8])=[N:5][NH:6][CH:7]=1)[CH3:2].[Br:9][CH:10]([CH:13]=O)[CH:11]=O.C(O)(=O)C>C(O)C>[Br:9][C:10]1[CH:11]=[N:8][C:4]2[N:5]([N:6]=[CH:7][C:3]=2[CH2:1][CH3:2])[CH:13]=1. Reported procedure: To a solution of 4-ethyl-1H-pyrazol-3-amine (0.50 g, 4.50 mmol) and 2-bromo-malonaldehyde (1.47 g, 9.72 mmol) in ethanol (8.0 mL) was added acetic acid (1.21 mL, 21.2 mmol). The reaction mixture was refluxed for 4 h, then stored in a freezer overnight. The mixture was warmed to rt, the resulting precipitate was removed by filtration and the filtrate concentrated. The resulting residue was portioned between ethyl acetate and 1M sodium hydroxide and the organic layer was washed with brine, dried (... Reactants: C1CCOC1, CCCCCC, CS(C)=O, C[S+](C)C, Cc1ccccc1C=O, [H-], [I-], [Na+], O. The product is Cc1ccccc1C1CO1. RXN SMILES: [CH2:23]1[O:24][CH2:25][CH2:26][CH2:27]1.[CH3:17][CH2:18][CH2:19][CH2:20][CH2:21][CH3:22].[CH3:28][S:29]([CH3:30])=[O:31].[CH3:4][S+:5]([CH3:6])[CH3:7].[CH3:8][c:9]1[cH:10][cH:11][cH:12][cH:13][c:14]1[CH:15]=[O:16].[H-:1].[I-:3].[Na+:2].[OH2:32]>>[CH2:4]1[CH:15]([c:14]2[c:9]([CH3:8])[cH:10][cH:11][cH:12][cH:13]2)[O:16]1.